From a dataset of the Open Reaction Database (ORD), a public repository of structured organic reaction records. describe an organic reaction: reactants, conditions, products, and yield The reactants are C1(=CC=CC=C1)/C=C/C(=O)NC=1C=C2C(C(N(C2=CC1NC)C)=O)(C)C ((E)-3-phenyl-N-(1,3,3-trimethyl-6-methylamino-2-oxo-2,3-dihydro-1H-indol-5-yl)-acrylamide), ice water. Yield: 91.5%. The solvent is C(C)(=O)O (acetic acid). Yields the product CN1C(=NC2=CC=3C(C(N(C3C=C21)C)=O)(C)C)\C=C\C2=CC=CC=C2 (3,5,7,7-Tetramethyl-2-((E)-styryl)-5,7-dihydro-3H-imidazo[4,5-f]indol-6-one). Reaction SMILES: [C:1]1(/[CH:7]=[CH:8]/[C:9]([NH:11][C:12]2[CH:13]=[C:14]3[C:18](=[CH:19][C:20]=2[NH:21][CH3:22])[N:17]([CH3:23])[C:16](=[O:24])[C:15]3([CH3:26])[CH3:25])=O)[CH:6]=[CH:5][CH:4]=[CH:3][CH:2]=1>C(O)(=O)C>[CH3:22][N:21]1[C:20]2[C:12](=[CH:13][C:14]3[C:15]([CH3:26])([CH3:25])[C:16](=[O:24])[N:17]([CH3:23])[C:18]=3[CH:19]=2)[N:11]=[C:9]1/[CH:8]=[CH:7]/[C:1]1[CH:6]=[CH:5][CH:4]=[CH:3][CH:2]=1. Procedure details: A solution of (E)-3-phenyl-N-(1,3,3-trimethyl-6-methylamino-2-oxo-2,3-dihydro-1H-indol-5-yl)-acrylamide (288 mg) in acetic acid (6 ml) is heated under reflux for 1 h. After recooling the mixture is poured into ice-water whereupon the desired compound (250 mg) is precipitated. Starting materials: ClCCCN1c2ccc(Br)cc2CCc2cc(Br)ccc21, O=C([O-])[O-], CCOCC, CCC(C)=O, [Cl-], Cl, [I-], [K+], [K+], [K+], CCOC(=O)C1CCNCC1. The product is Cl, CCOC(=O)C1CCN(CCCN2c3ccc(Br)cc3CCc3cc(Br)ccc32)CC1. Reaction SMILES: [Br:21][c:22]1[cH:23][c:24]2[c:25]([cH:40][cH:41]1)[N:26]([CH2:36][CH2:37][CH2:38][Cl:39])[c:27]1[c:28]([cH:31][c:32]([Br:35])[cH:33][cH:34]1)[CH2:29][CH2:30]2.[C:13](=[O:14])([O-:15])[O-:16].[CH3:43][CH2:44][O:45][CH2:46][CH3:47].[CH3:48][C:49](=[O:50])[CH2:51][CH3:52].[Cl-:1].[ClH:42].[I-:20].[K+:17].[K+:18].[K+:19].[NH:2]1[CH2:3][CH2:4][CH:5]([C:6](=[O:7])[O:8][CH2:9][CH3:10])[CH2:11][CH2:12]1>>[ClH:39].[N:2]1([CH2:38][CH2:37][CH2:36][N:26]2[c:25]3[c:24]([cH:23][c:22]([Br:21])[cH:41][cH:40]3)[CH2:30][CH2:29][c:28]3[c:27]2[cH:34][cH:33][c:32]([Br:35])[cH:31]3)[CH2:3][CH2:4][CH:5]([C:6](=[O:7])[O:8][CH2:9][CH3:10])[CH2:11][CH2:12]1.